This data is from the Open Reaction Database (ORD), a public repository of structured organic reaction records. The task is: describe an organic reaction: reactants, conditions, products, and yield Reactants: Clc1ccc(-c2c(Cl)cnnc2Cl)cc1, NN, C1COCCO1. The product is NNc1nncc(Cl)c1-c1ccc(Cl)cc1. As a reaction SMILES: [Cl:1][c:2]1[n:3][n:4][cH:5][c:6]([Cl:15])[c:7]1-[c:8]1[cH:9][cH:10][c:11]([Cl:14])[cH:12][cH:13]1.[NH2:16][NH2:17].[O:18]1[CH2:19][CH2:20][O:21][CH2:22][CH2:23]1>>[c:2]1([NH:16][NH2:17])[n:3][n:4][cH:5][c:6]([Cl:15])[c:7]1-[c:8]1[cH:9][cH:10][c:11]([Cl:14])[cH:12][cH:13]1. Reactants: O=C1N(c2cccnc2)c2ncccc2C1(Br)Br, CCO. The product is O=C1Cc2cccnc2N1c1cccnc1. Reaction SMILES: [Br:1][C:2]1([Br:18])[C:3](=[O:17])[N:4]([c:11]2[cH:12][n:13][cH:14][cH:15][cH:16]2)[c:5]2[n:6][cH:7][cH:8][cH:9][c:10]21.[CH3:19][CH2:20][OH:21]>>[CH2:2]1[C:3](=[O:17])[N:4]([c:11]2[cH:12][n:13][cH:14][cH:15][cH:16]2)[c:5]2[n:6][cH:7][cH:8][cH:9][c:10]21. Conditions: temperature 25 celsius, time 1 hour. Run in O (water), CN(C=O)C (N,N-dimethylformamide). Yields the product FC1=C(C(=O)OC)C=C(C(=C1)NCC1=CC=C(C=C1)OC)[N+](=O)[O-] (methyl 2-fluoro-4-(4-methoxybenzylamino)-5-nitrobenzoate). Reaction SMILES: [F:1][C:2]1[CH:11]=[C:10](F)[C:9]([N+:13]([O-:15])=[O:14])=[CH:8][C:3]=1[C:4]([O:6][CH3:7])=[O:5].CCN(C(C)C)C(C)C.[CH3:25][O:26][C:27]1[CH:34]=[CH:33][C:30]([CH2:31][NH2:32])=[CH:29][CH:28]=1>CN(C)C=O.O>[F:1][C:2]1[CH:11]=[C:10]([NH:32][CH2:31][C:30]2[CH:33]=[CH:34][C:27]([O:26][CH3:25])=[CH:28][CH:29]=2)[C:9]([N+:13]([O-:15])=[O:14])=[CH:8][C:3]=1[C:4]([O:6][CH3:7])=[O:5]. The yield is 81.6%. Procedure details: To a solution of methyl 2,4-difluoro-5-nitrobenzoate (35 g, 161.20 mmol) in N,N-dimethylformamide (1000 ml) was added DIEA (41.3 g, 319.56 mmol). Then (4-methoxybenzylamine (28.72 g, 209.64 mmol) was added dropwise with stirring for 1 hour at 25° C. The reaction mixture was diluted with water (2 L). The solids were collected by filtration to afford methyl 2-fluoro-4-(4-methoxybenzylamino)-5-nitrobenzoate as a yellow solid (44 g, 82%). The reactants are FC1=C(C(=O)OC)C=C(C(=C1)F)[N+](=O)[O-] (methyl 2,4-difluoro-5-nitrobenzoate), CCN(C(C)C)C(C)C (DIEA), COC1=CC=C(CN)C=C1 (4-methoxybenzylamine). The reactants are [H-].[Na+] (sodium hydride), C1(=CC=CC=C1)C(N1CCC(CC1)CCCCNC(CCC=1C=NC=CC1)=O)C1=CC=CC=C1 (N-[4-(1-diphenylmethyl-piperidin-4-yl)-butyl]-3-(pyridin-3-yl) -propionamide), C(C)I (ethyl iodide). The reagents and catalysts are [I-].C(CCC)[N+](CCCC)(CCCC)CCCC (tetrabutyl ammonium iodide). Run in CN(C)C=O (DMF). Conditions: temperature 30 celsius, time 1 hour. The product is C1(=CC=CC=C1)C(N1CCC(CC1)CCCCN(C(CCC=1C=NC=CC1)=O)CC)C1=CC=CC=C1 (N-[4-(1-diphenylmethyl-piperidin-4-yl)-butyl]-N-ethyl-3-(pyridin-3-yl) -propionamide). As a reaction SMILES: [H-].[Na+].[C:3]1([CH:9]([C:31]2[CH:36]=[CH:35][CH:34]=[CH:33][CH:32]=2)[N:10]2[CH2:15][CH2:14][CH:13]([CH2:16][CH2:17][CH2:18][CH2:19][NH:20][C:21](=[O:30])[CH2:22][CH2:23][C:24]3[CH:25]=[N:26][CH:27]=[CH:28][CH:29]=3)[CH2:12][CH2:11]2)[CH:8]=[CH:7][CH:6]=[CH:5][CH:4]=1.[CH2:37](I)[CH3:38]>CN(C=O)C.[I-].C([N+](CCCC)(CCCC)CCCC)CCC>[C:31]1([CH:9]([C:3]2[CH:4]=[CH:5][CH:6]=[CH:7][CH:8]=2)[N:10]2[CH2:15][CH2:14][CH:13]([CH2:16][CH2:17][CH2:18][CH2:19][N:20]([CH2:37][CH3:38])[C:21](=[O:30])[CH2:22][CH2:23][C:24]3[CH:25]=[N:26][CH:27]=[CH:28][CH:29]=3)[CH2:12][CH2:11]2)[CH:32]=[CH:33][CH:34]=[CH:35][CH:36]=1 |f:0.1,5.6|. Reported procedure: 0.79 g (26.3 mmol) 80% sodium hydride are suspended in 30 ml DMF and 10.0 g (22.0 mmol) N-[4-(1-diphenylmethyl-piperidin-4-yl)-butyl]-3-(pyridin-3-yl) -propionamide (substance 54) are added. The mixture is warmed to ca. 30° C. and, after addition of 0.2 g tetrabutyl ammonium iodide, this is stirred for one hour. Subsequently, 2.0 ml (24.1 mmol) ethyl iodide is added at RT (foam development) and the orange-brown suspension is stirred at RT overnight. Excess sodium hydride is destroyed by addition... Reactants: [Li+].[BH4-] (LiBH4), C1(CC1)[C@@H]1CC(C(N1C(=O)OC(C)(C)C)C(=O)OC)=O ((5S)-1-tert-butyl 2-methyl 5-cyclopropyl-3-oxopyrrolidine-1,2-dicarboxylate). The solvent is C1CCOC1 (THF), CCOC(=O)C (EtOAc). Reported procedure: LiBH4 (0.5 g, 23.3 mmol) was added to a solution of (5S)-1-tert-butyl 2-methyl 5-cyclopropyl-3-oxopyrrolidine-1,2-dicarboxylate (31) (2.2 g, 7.76 mmol) in THF (20 mL). The reaction mixture was stirred at 60° C. for 18 h after which HPLC indicated that the reaction was compete. The resulting solution was diluted with EtOAc (20 mL) and washed with sat. aq. NaHCO3 (20 mL). The organic phase was dried (Na2SO4), filtered and concentrated under vacuum to give (5S)-tert-butyl 5-cyclopropyl-3-hydroxy-2-... The product is C1(CC1)[C@@H]1CC(C(N1C(=O)OC(C)(C)C)CO)O ((5S)-tert-butyl 5-cyclopropyl-3-hydroxy-2-(hydroxymethyl)pyrrolidine-1-carboxylate). RXN SMILES: [Li+].[BH4-].[CH:3]1([C@H:6]2[N:10]([C:11]([O:13][C:14]([CH3:17])([CH3:16])[CH3:15])=[O:12])[CH:9]([C:18](OC)=[O:19])[C:8](=[O:22])[CH2:7]2)[CH2:5][CH2:4]1>C1COCC1.CCOC(C)=O>[CH:3]1([C@H:6]2[N:10]([C:11]([O:13][C:14]([CH3:15])([CH3:16])[CH3:17])=[O:12])[CH:9]([CH2:18][OH:19])[CH:8]([OH:22])[CH2:7]2)[CH2:4][CH2:5]1 |f:0.1|. Run at temperature 60 celsius, time 18 hour.